Dataset: the Open Reaction Database (ORD), a public repository of structured organic reaction records. Task: describe an organic reaction: reactants, conditions, products, and yield Starting materials: COc1ccc2c(c1)C(=O)CCO2, Cl, NN1CCOC1=O, O, c1ccccc1. The product is COc1ccc2c(c1)C(=NN1CCOC1=O)CCO2. As a reaction SMILES: [CH3:10][O:11][c:12]1[cH:13][c:14]2[c:19]([cH:20][cH:21]1)[O:18][CH2:17][CH2:16][C:15]2=[O:22].[ClH:8].[NH2:1][N:2]1[C:3](=[O:7])[O:4][CH2:5][CH2:6]1.[OH2:9].[cH:23]1[cH:24][cH:25][cH:26][cH:27][cH:28]1>>[N:1]([N:2]1[C:3](=[O:7])[O:4][CH2:5][CH2:6]1)=[C:15]1[c:14]2[cH:13][c:12]([O:11][CH3:10])[cH:21][cH:20][c:19]2[O:18][CH2:17][CH2:16]1. Starting materials: CC=1C=C(C(C(=O)O)=CC1)O (4-Methylsalicylic acid), Cl.CN(CCCN=C=N)C (3-dimethylaminopropylcarbodiimide hydrochloride), O.ON1N=NC2=C1C=CC=C2 (1-hydroxybenzotriazole hydrate), C(C)O (ethanol). Run in CN(C=O)C (N,N-dimethylformamide), O (Water). Run at time 8 hour. Product: CC=1C=C(C(C(=O)OCC)=CC1)O (ethyl 4-methylsalicylate). Isolated yield 48.6%. As a reaction SMILES: [CH3:1][C:2]1[CH:3]=[C:4]([OH:11])[C:5](=[CH:9][CH:10]=1)[C:6]([OH:8])=[O:7].Cl.CN(C)[CH2:15][CH2:16]CN=C=N.O.ON1C2C=CC=CC=2N=N1.C(O)C>CN(C)C=O.O>[CH3:1][C:2]1[CH:3]=[C:4]([OH:11])[C:5](=[CH:9][CH:10]=1)[C:6]([O:8][CH2:15][CH3:16])=[O:7] |f:1.2,3.4|. Procedure: 4-Methylsalicylic acid (304 mg), 1-ethyl-3-(3-dimethylaminopropylcarbodiimide hydrochloride (420 mg), 1-hydroxybenzotriazole hydrate (337 mg), and ethanol (2 ml) were dissolved in N,N-dimethylformamide to prepare a solution which was then stirred at room temperature overnight. Water was added to the reaction solution, and the mixture was extracted with ethyl acetate. The ethyl acetate layer was then washed with water and was dried over anhydrous sodium sulfate. The solvent was removed therefrom ... Reactants: ClC1=C(C=NN1C1=CC=CC=C1)C(=O)OCC (5-chloro-1-phenyl-1H-pyrazole-4-carboxylic acid, ethyl ester), [C-]#N.[Na+] (sodium cyanide), CS(=O)C (dimethylsulfoxide), CN (methylamine). Solvent: O (water). Reaction conditions: temperature 125 celsius, time 6 hour. Yields the product C(#N)C1=C(C=NN1C1=CC=CC=C1)C(=O)NC (5-cyano-1-phenyl-N-methyl-1H-pyrazole-4-carboxamide). Yield: 76.0%. RXN SMILES: Cl[C:2]1[N:6]([C:7]2[CH:12]=[CH:11][CH:10]=[CH:9][CH:8]=2)[N:5]=[CH:4][C:3]=1[C:13]([O:15]CC)=O.[C-:18]#[N:19].[Na+].CS(C)=O.[CH3:25][NH2:26]>O>[C:18]([C:2]1[N:6]([C:7]2[CH:8]=[CH:9][CH:10]=[CH:11][CH:12]=2)[N:5]=[CH:4][C:3]=1[C:13]([NH:26][CH3:25])=[O:15])#[N:19] |f:1.2|. Reported procedure: A 500 ml 3-neck round bottom flask fitted with a mechanical stirrer was sequentially charged with 40.0 g (0.16 mol) of 5-chloro-1-phenyl-1H-pyrazole-4-carboxylic acid, ethyl ester, 15.68 g (0.32 mol) of sodium cyanide and 96 ml of dimethylsulfoxide. The reaction mixture was heated to about 125° C. and cooled to 100° C., at which temperature the reaction mixture was stirred for 6 hours. The mixture was stirred at room temperature overnight and charged with 43.4 g (0.56 mol) of 40% queous methylam... Reactants: COC(C1=CC(=C(C=C1)NC(C)C)[N+](=O)[O-])=O (4-isopropylamino-3-nitro-benzoic acid methyl ester). The reagents and catalysts are [Pd] (Pd/C). Run in CO.CCOC(=O)C (MeOH EtOAc). Product: COC(C1=CC(=C(C=C1)NC(C)C)N)=O (3-Amino-4-isopropylamino-benzoic acid methyl ester). Isolated yield 89.0%. Reaction SMILES: [CH3:1][O:2][C:3](=[O:17])[C:4]1[CH:9]=[CH:8][C:7]([NH:10][CH:11]([CH3:13])[CH3:12])=[C:6]([N+:14]([O-])=O)[CH:5]=1>CO.CCOC(C)=O.[Pd]>[CH3:1][O:2][C:3](=[O:17])[C:4]1[CH:9]=[CH:8][C:7]([NH:10][CH:11]([CH3:13])[CH3:12])=[C:6]([NH2:14])[CH:5]=1 |f:1.2|. Procedure details: 3-Amino-4-isopropylamino-benzoic acid methyl ester (700.0 mg) was prepared by following General Procedure B starting from 4-isopropylamino-3-nitro-benzoic acid methyl ester (900.0 mg) and Pd/C (20% by weight, 180.0 mg) in MeOH:EtOAc (1:1, 10.0 mL). The crude product was used in the next step without further purification.